This data is from the Open Reaction Database (ORD), a public repository of structured organic reaction records. The task is: describe an organic reaction: reactants, conditions, products, and yield Reactants: [Cl-], Clc1ccccc1C[Zn+], COc1ccccc1Cc1ccc(NC(=O)C2(c3ccc4c(c3)OCO4)CC2)cn1, O=C(Nc1ccc(Br)nc1)C1(c2ccc3c(c2)OCO3)CC1. Yields the product O=C(Nc1ccc(Cc2ccccc2Cl)nc1)C1(c2ccc3c(c2)OCO3)CC1. RXN SMILES: [Cl-:31].[Cl:32][c:33]1[cH:34][cH:35][cH:36][cH:37][c:38]1[CH2:39][Zn+:40].[O:1]1[CH2:2][O:3][c:4]2[c:5]1[cH:6][cH:7][c:8]([C:10]1([C:13](=[O:14])[NH:15][c:16]3[cH:17][n:18][c:19]([CH2:22][c:23]4[c:24]([O:29][CH3:30])[cH:25][cH:26][cH:27][cH:28]4)[cH:20][cH:21]3)[CH2:11][CH2:12]1)[cH:9]2.[O:41]1[c:42]2[cH:43][cH:44][c:45]([C:46]3([C:47]([NH:48][c:49]4[cH:50][n:51][c:52]([Br:53])[cH:54][cH:55]4)=[O:56])[CH2:57][CH2:58]3)[cH:59][c:60]2[O:61][CH2:62]1>>[O:1]1[CH2:2][O:3][c:4]2[c:5]1[cH:6][cH:7][c:8]([C:10]1([C:13](=[O:14])[NH:15][c:16]3[cH:17][n:18][c:19]([CH2:22][c:23]4[c:24]([Cl:32])[cH:25][cH:26][cH:27][cH:28]4)[cH:20][cH:21]3)[CH2:11][CH2:12]1)[cH:9]2.